Dataset: the Open Reaction Database (ORD), a public repository of structured organic reaction records. Task: describe an organic reaction: reactants, conditions, products, and yield Reactants: NC1=CC=CC2=C1C(C1=C(NC2=O)C=CC=C1)=O (10-amino-5,6-dihydro-11H-dibenzo(b,e)azepine-6,11-dione), C(C)(=O)O (acetic acid), O (water). Solvent: O1CCOCC1 (dioxane). Yields the product C(C)(=O)NC1=CC=CC2=C1C(C1=C(NC2=O)C=CC=C1)=O (10-acetamido-5,6-dihydro-11H-dibenzo(b,e)azepine-6,11-dione). As a reaction SMILES: [NH2:1][C:2]1[C:7]2[C:8](=[O:18])[C:9]3[CH:17]=[CH:16][CH:15]=[CH:14][C:10]=3[NH:11][C:12](=[O:13])[C:6]=2[CH:5]=[CH:4][CH:3]=1.[C:19](O)(=[O:21])[CH3:20].O>O1CCOCC1>[C:19]([NH:1][C:2]1[C:7]2[C:8](=[O:18])[C:9]3[CH:17]=[CH:16][CH:15]=[CH:14][C:10]=3[NH:11][C:12](=[O:13])[C:6]=2[CH:5]=[CH:4][CH:3]=1)(=[O:21])[CH3:20]. Procedure details: To 2.5 g 10-amino-5,6-dihydro-11H-dibenzo(b,e)azepine-6,11-dione in 50 ml dioxane are added 2 ml anhydrous acetic acid. This mixture is kept at reflux for 2 hours then brought almost to dryness under reduced pressure, and then poured into water, filtered and dried. Yield 2 g (ethanol): melting point 270°-2° C. Starting materials: Cc1nc2ccccc2[nH]1, CC(Nc1cncc(Cl)n1)c1ccccc1. Product: Cc1nc2ccccc2n1-c1cncc(NC(C)c2ccccc2)n1. Reaction SMILES: [CH3:17][c:18]1[nH:19][c:20]2[c:21]([n:22]1)[cH:23][cH:24][cH:25][cH:26]2.[Cl:1][c:2]1[cH:3][n:4][cH:5][c:6]([NH:8][CH:9]([CH3:10])[c:11]2[cH:12][cH:13][cH:14][cH:15][cH:16]2)[n:7]1>>[c:2]1(-[n:22]2[c:18]([CH3:17])[n:19][c:20]3[c:21]2[cH:23][cH:24][cH:25][cH:26]3)[cH:3][n:4][cH:5][c:6]([NH:8][CH:9]([CH3:10])[c:11]2[cH:12][cH:13][cH:14][cH:15][cH:16]2)[n:7]1. Reactants: C=O (formalin), [OH-].[K+] (potassium hydroxide), C1=CC2=C(C(=C1)C=O)C(=CC=C2)C(=O)O (naphthaldehydic acid). The product is C1C2=CC=CC3=C2C(=CC=C3)C(=O)O1 (Peri- Naphthalide). Reaction SMILES: C=O.[OH-].[K+].[CH:5]1[CH:10]=[C:9]([CH:11]=O)[C:8]2[C:13]([C:17]([OH:19])=[O:18])=[CH:14][CH:15]=[CH:16][C:7]=2[CH:6]=1>>[CH2:11]1[O:19][C:17](=[O:18])[C:13]2=[CH:14][CH:15]=[CH:16][C:7]3=[C:8]2[C:9]1=[CH:10][CH:5]=[CH:6]3 |f:1.2|. Procedure: Prepared by the action of formalin and potassium hydroxide on peri-naphthaldehydic acid by the method of Fuson et. al. (J. Amer. Chem. Soc. 71, 1870). Reactants: ClC=1C(=CC(=C(C1)CO)[C@@H]1O[C@@H]([C@H]([C@@H]([C@H]1OCC1=CC=CC=C1)OCC1=CC=CC=C1)OCC1=CC=CC=C1)COCC1=CC=CC=C1)CC1=CC=C(C=C1)CC ((5-chloro-4-(4-ethylbenzyl)-2-((2S,3S,4R,5R,6R)-3,4,5-tris(benzyloxy)-6-(benzyloxymethyl)tetrahydro-2H-pyran-2-yl)phenyl)methanol), C1CCN(CC1)C(=O)N=NC(=O)N2CCCCC2 (ADDP), C(F)(F)(F)CO (CF3CH2OH), P(CCCC)(CCCC)CCCC (Bu3P). Solvent: C1(=CC=CC=C1)C (toluene). Reaction conditions: time 10 minute. Yields the product C(C1=CC=CC=C1)O[C@@H]1[C@H](O[C@H]([C@@H]([C@H]1OCC1=CC=CC=C1)OCC1=CC=CC=C1)C1=C(C=C(C(=C1)CC1=CC=C(C=C1)CC)Cl)COCC(F)(F)F)COCC1=CC=CC=C1 ((2R,3R,4R,5S,6S)-3,4,5-tris(benzyloxy)-2-(benzyloxymethyl)-6-(4-chloro-5-(4-ethylbenzyl)-2-((2,2,2-trifluoroethoxy)methyl)phenyl)tetrahydro-2H-pyran). Reaction SMILES: [Cl:1][C:2]1[C:3]([CH2:49][C:50]2[CH:55]=[CH:54][C:53]([CH2:56][CH3:57])=[CH:52][CH:51]=2)=[CH:4][C:5]([C@H:10]2[C@H:15]([O:16][CH2:17][C:18]3[CH:23]=[CH:22][CH:21]=[CH:20][CH:19]=3)[C@@H:14]([O:24][CH2:25][C:26]3[CH:31]=[CH:30][CH:29]=[CH:28][CH:27]=3)[C@H:13]([O:32][CH2:33][C:34]3[CH:39]=[CH:38][CH:37]=[CH:36][CH:35]=3)[C@@H:12]([CH2:40][O:41][CH2:42][C:43]3[CH:48]=[CH:47][CH:46]=[CH:45][CH:44]=3)[O:11]2)=[C:6]([CH2:8][OH:9])[CH:7]=1.C1CCN(C(N=NC(N2CCCCC2)=O)=O)CC1.P(CCCC)(CCCC)CCCC.[C:89]([CH2:93]O)([F:92])([F:91])[F:90]>C1(C)C=CC=CC=1>[CH2:33]([O:32][C@H:13]1[C@H:14]([O:24][CH2:25][C:26]2[CH:31]=[CH:30][CH:29]=[CH:28][CH:27]=2)[C@@H:15]([O:16][CH2:17][C:18]2[CH:19]=[CH:20][CH:21]=[CH:22][CH:23]=2)[C@H:10]([C:5]2[CH:4]=[C:3]([CH2:49][C:50]3[CH:51]=[CH:52][C:53]([CH2:56][CH3:57])=[CH:54][CH:55]=3)[C:2]([Cl:1])=[CH:7][C:6]=2[CH2:8][O:9][CH2:93][C:89]([F:92])([F:91])[F:90])[O:11][C@@H:12]1[CH2:40][O:41][CH2:42][C:43]1[CH:44]=[CH:45][CH:46]=[CH:47][CH:48]=1)[C:34]1[CH:39]=[CH:38][CH:37]=[CH:36][CH:35]=1. Procedure details: To a solution of (5-chloro-4-(4-ethylbenzyl)-2-((2S,3S,4R,5R,6R)-3,4,5-tris(benzyloxy)-6-(benzyloxymethyl)tetrahydro-2H-pyran-2-yl)phenyl)methanol (0.783 g, 1 mmol) (V-1) in toluene (2 mL) was added ADDP (2 mmol) at room temperature. The mixture was stirred for 10 min and then Bu3P (2 mmol) was added. After stirring for 1 h, CF3CH2OH (1.0 g, 10 mmol) was added. The mixture was stirred overnight. After removal of volatiles under reduced pressure, the residue was purified by preparative LC-MS to o... The reactants are solution, C(C)[Mg]Br (ethyl magnesium bromide), C1CCOC1 (THF), N1([C@@H](CN(CC1)C(=O)OC(C)(C)C)C(=O)OC)C(=O)OC(C)(C)C ((S)-1,4-di-tert-butyl 2-methyl piperazine-1,2,4-tricarboxylate). Reagents/catalysts: CC([O-])C.CC([O-])C.CC([O-])C.CC([O-])C.[Ti+4] (titanium tetraisopropoxide). Conditions: time 18 hour. Product: OC1(CC1)[C@H]1N(CCN(C1)C(=O)OC(C)(C)C)C(=O)OC(C)(C)C ((S)-1,4-di-tert-butyl 2-(1-hydroxycyclopropyl)piperazine-1,4-dicarboxylate). Reaction SMILES: [N:1]1([C:18]([O:20][C:21]([CH3:24])([CH3:23])[CH3:22])=[O:19])[CH2:6][CH2:5][N:4]([C:7]([O:9][C:10]([CH3:13])([CH3:12])[CH3:11])=[O:8])[CH2:3][C@H:2]1C(OC)=O.C([Mg]Br)C.[CH2:29]1[CH2:33][O:32]C[CH2:30]1>CC(C)[O-].CC(C)[O-].CC(C)[O-].CC(C)[O-].[Ti+4]>[OH:32][C:33]1([C@@H:2]2[CH2:3][N:4]([C:7]([O:9][C:10]([CH3:12])([CH3:11])[CH3:13])=[O:8])[CH2:5][CH2:6][N:1]2[C:18]([O:20][C:21]([CH3:24])([CH3:23])[CH3:22])=[O:19])[CH2:30][CH2:29]1 |f:3.4.5.6.7|. Reported procedure: To a solution of (S)-1,4-di-tert-butyl 2-methyl piperazine-1,2,4-tricarboxylate (3 g; 8.7 mmol) and titanium tetraisopropoxide (0.77 ml; 2.6 mmol), cooled to 0° C. under N2, a 3M solution of ethyl magnesium bromide in THF (8.7 ml; 26 mmol) was added dropwise over 45 minutes. The reaction mixture was left to warm up to room temperature and stirred for 18 hours. The reaction mixture was quenched with a 1M hydrochloric acid aqueous solution. The reaction mixture was diluted with water. Extractions ... The reactants are FC1=NC=CC=C1C=1C(=NC(=NC1)OC)OC (5-(2-fluoro-3-pyridinyl)-2,4-bis(methyloxy)pyrimidine), O1CCOCC1 (1,4dioxane), Cl (HCl). Product: Cl.FC1=NC=CC=C1C=1C(NC(NC1)=O)=O (5-(2-fluoro-3-pyridinyl)-2,4(1H,3H)-pyrimidinedione hydrochloride), solid. As a reaction SMILES: [F:1][C:2]1[C:7]([C:8]2[C:9]([O:16]C)=[N:10][C:11]([O:14]C)=[N:12][CH:13]=2)=[CH:6][CH:5]=[CH:4][N:3]=1.O1CCOCC1.[ClH:24]>>[ClH:24].[F:1][C:2]1[C:7]([C:8]2[C:9](=[O:16])[NH:10][C:11](=[O:14])[NH:12][CH:13]=2)=[CH:6][CH:5]=[CH:4][N:3]=1 |f:3.4|. Procedure: A solution of 5-(2-fluoro-3-pyridinyl)-2,4-bis(methyloxy)pyrimidine (Prep87, 2.8 g, 11.90 mmol) in HCl 4M in 1,4dioxane (42 mL, 168 mmol) was heated at 90° C. for 1 h. A white precipitate crashed out of the solution. Volatiles were evaporated under reduced pressure to give title compound, pale yellow solid (2.75 g). Starting materials: 25, CC(CCO)CCO (3-methyl-1,5-pentanediol), C1(=CC=CC=C1)O (phenol), C([O-])([O-])=O.[K+].[K+] (potassium carbonate), NC1=C(C=C(C=2C(C3=CC=CC=C3C(C12)=O)=O)O)Cl (1-amino-4-hydroxy-2-chloroanthraquinone). The solvent is CN1C(CCC1)=O (N-methylpyrrolidone). Conditions: temperature 140 celsius, time 2 hour. Product: NC1=C(C=C(C=2C(C3=CC=CC=C3C(C12)=O)=O)O)OCCC(CCO)C (1-amino-2-(5'-hydroxy-3'-methylpentoxy)-4-hydroxyanthraquinone). Reaction SMILES: [CH3:1][CH:2]([CH2:6][CH2:7][OH:8])[CH2:3][CH2:4][OH:5].C1(O)C=CC=CC=1.C(=O)([O-])[O-].[K+].[K+].[NH2:22][C:23]1[C:36]2[C:35](=[O:37])[C:34]3[C:29](=[CH:30][CH:31]=[CH:32][CH:33]=3)[C:28](=[O:38])[C:27]=2[C:26]([OH:39])=[CH:25][C:24]=1Cl>CN1CCCC1=O>[NH2:22][C:23]1[C:36]2[C:35](=[O:37])[C:34]3[C:29](=[CH:30][CH:31]=[CH:32][CH:33]=3)[C:28](=[O:38])[C:27]=2[C:26]([OH:39])=[CH:25][C:24]=1[O:5][CH2:4][CH2:3][CH:2]([CH3:1])[CH2:6][CH2:7][OH:8] |f:2.3.4|. Procedure: A mixture of 25 parts of 3-methyl-1,5-pentanediol, 12 parts of N-methylpyrrolidone, 2.6 parts of phenol and 3.3 parts of potassium carbonate is mixed with 8 parts of 1-amino-4-hydroxy-2-chloroanthraquinone at 130°C and stirred for 3 hours at 130°C and 2 hours at 140°C under nitrogen. After working up, 6 parts of 1-amino-2-(5'-hydroxy-3'-methylpentoxy)-4-hydroxyanthraquinone melting at from 134° to 135°C are obtained.